Task: describe an organic reaction: reactants, conditions, products, and yield. Dataset: the Open Reaction Database (ORD), a public repository of structured organic reaction records Starting materials: CC(=O)CC (ethyl methyl ketone), BrC1=NC(=CC=C1)NN (2-bromo-6-hydrazinopyridine), CCO (EtOH), CC(=O)CC (ethyl methyl ketone). Solvent: C(COCCO)O (diethylene glycol). As a reaction SMILES: [Br:1][C:2]1[CH:7]=[CH:6][CH:5]=[C:4]([NH:8]N)[N:3]=1.CCO.[CH3:13][C:14]([CH2:16][CH3:17])=O>C(O)COCCO>[Br:1][C:2]1[N:3]=[C:4]2[NH:8][C:14]([CH3:13])=[C:16]([CH3:17])[C:5]2=[CH:6][CH:7]=1. Yields the product BrC1=CC=C2C(=N1)NC(=C2C)C (6-bromo-2,3-dimethyl-pyrrolo[2,3-b] pyridine). Yield: 15.7%. Procedure: A suspension of 2-bromo-6-hydrazinopyridine (32,5 g, 0.17 mol) in abs EtOH was treated with ethyl methyl ketone (20 ml, 0.22 mol) for 1 h at reflux. The reaction mixture was allowed to cool and treated with additional ethyl methyl ketone (10+3+1 ml) until all starting material had dissapeared according to TLC. The reaction mixture was taken up in 150 ml diethylene glycol and the EtOH evaporated at reduced pressure at 70° C. The remaining solution was deaerated and heated to reflux for 22h. The r... Reactants: CN(C)CCCCC1CCCNC1, CC(C)O, O=C1Nc2cccnc2N(C(=O)Cl)c2ccccc21. Yields the product CN(C)CCCCC1CCCN(C(=O)N2c3ccccc3C(=O)Nc3cccnc32)C1, Cl. Reaction SMILES: [CH3:20][N:21]([CH2:22][CH2:23][CH2:24][CH2:25][CH:26]1[CH2:27][NH:28][CH2:29][CH2:30][CH2:31]1)[CH3:32].[CH:33]([OH:34])([CH3:35])[CH3:36].[Cl:1][C:2](=[O:3])[N:4]1[c:5]2[c:6]([cH:16][cH:17][cH:18][n:19]2)[NH:7][C:8](=[O:15])[c:9]2[c:10]1[cH:11][cH:12][cH:13][cH:14]2>>[C:2](=[O:3])([N:4]1[c:5]2[c:6]([cH:16][cH:17][cH:18][n:19]2)[NH:7][C:8](=[O:15])[c:9]2[c:10]1[cH:11][cH:12][cH:13][cH:14]2)[N:28]1[CH2:27][CH:26]([CH2:25][CH2:24][CH2:23][CH2:22][N:21]([CH3:20])[CH3:32])[CH2:31][CH2:30][CH2:29]1.[ClH:1].